This data is from the Open Reaction Database (ORD), a public repository of structured organic reaction records. The task is: describe an organic reaction: reactants, conditions, products, and yield The reactants are NCC1CC2CC2N1C(=O)c1nc(N)sc1-c1cccc(F)c1, O=C(O)c1ccc2snnc2c1. Yields the product Nc1nc(C(=O)N2C(CNC(=O)c3ccc4snnc4c3)CC3CC32)c(-c2cccc(F)c2)s1. As a reaction SMILES: [NH2:1][c:2]1[s:3][c:4](-[c:17]2[cH:18][c:19]([F:23])[cH:20][cH:21][cH:22]2)[c:5]([C:7](=[O:8])[N:9]2[CH:10]3[CH2:11][CH:12]3[CH2:13][CH:14]2[CH2:15][NH2:16])[n:6]1.[s:24]1[n:25][n:26][c:27]2[c:28]1[cH:29][cH:30][c:31]([C:33](=[O:34])[OH:35])[cH:32]2>>[NH2:1][c:2]1[s:3][c:4](-[c:17]2[cH:18][c:19]([F:23])[cH:20][cH:21][cH:22]2)[c:5]([C:7](=[O:8])[N:9]2[CH:10]3[CH2:11][CH:12]3[CH2:13][CH:14]2[CH2:15][NH:16][C:33]([c:31]2[cH:30][cH:29][c:28]3[s:24][n:25][n:26][c:27]3[cH:32]2)=[O:34])[n:6]1. Reactants: COC1=CC=C(CN(C2=NC=C(C=N2)C=2C3=C(N=C(N2)N2CCOCC2)NCC3)CC3=CC=C(C=C3)OC)C=C1 (bis-(4-methoxy-benzyl)-[5-(2-morpholin-4-yl-6,7-dihydro-5H-pyrrolo[2,3-d]pyrimidin-4-yl)-pyrimidin-2-yl]-amine), FC1=C(C(=CC=C1)F)N=C=S (2,6-difluorophenyl isothiocyanate), NC(=S)N (thiourea). Yields the product FC1=C(C(=CC=C1)F)NC(=S)N1CCC2=C1N=C(N=C2C=2C=NC(=NC2)N(CC2=CC=C(C=C2)OC)CC2=CC=C(C=C2)OC)N2CCOCC2 (4-{2-[bis-(4-methoxy-benzyl)-amino]-pyrimidin-5-yl}-2-morpholin-4-yl-5,6-dihydro-pyrrolo[2,3-d]pyrimidine-7-carbothioic acid (2,6-difluoro-phenyl)-amide). The yield is 102.7%. As a reaction SMILES: [CH3:1][O:2][C:3]1[CH:40]=[CH:39][C:6]([CH2:7][N:8]([CH2:30][C:31]2[CH:36]=[CH:35][C:34]([O:37][CH3:38])=[CH:33][CH:32]=2)[C:9]2[N:14]=[CH:13][C:12]([C:15]3[C:16]4[CH2:29][CH2:28][NH:27][C:17]=4[N:18]=[C:19]([N:21]4[CH2:26][CH2:25][O:24][CH2:23][CH2:22]4)[N:20]=3)=[CH:11][N:10]=2)=[CH:5][CH:4]=1.[F:41][C:42]1[CH:47]=[CH:46][CH:45]=[C:44]([F:48])[C:43]=1[N:49]=[C:50]=[S:51].NC(N)=S>>[F:41][C:42]1[CH:47]=[CH:46][CH:45]=[C:44]([F:48])[C:43]=1[NH:49][C:50]([N:27]1[C:17]2[N:18]=[C:19]([N:21]3[CH2:26][CH2:25][O:24][CH2:23][CH2:22]3)[N:20]=[C:15]([C:12]3[CH:11]=[N:10][C:9]([N:8]([CH2:7][C:6]4[CH:5]=[CH:4][C:3]([O:2][CH3:1])=[CH:40][CH:39]=4)[CH2:30][C:31]4[CH:32]=[CH:33][C:34]([O:37][CH3:38])=[CH:35][CH:36]=4)=[N:14][CH:13]=3)[C:16]=2[CH2:29][CH2:28]1)=[S:51]. Procedure: Using bis-(4-methoxy-benzyl)-[5-(2-morpholin-4-yl-6,7-dihydro-5H-pyrrolo[2,3-d]pyrimidin-4-yl)-pyrimidin-2-yl]-amine (80.0 mg, 0.148 mmol) and 2,6-difluorophenyl isothiocyanate (57.0 μl, 0.441 mmol) instead of o-tolyl isothiocyanate, thiourea was formed in the same manner as Example 1-D-210, to obtain a crude product of 4-{2-[bis-(4-methoxy-benzyl)-amino]-pyrimidin-5-yl}-2-morpholin-4-yl-5,6-dihydro-pyrrolo[2,3-d]pyrimidine-7-carbothioic acid (2,6-difluoro-phenyl)-amide as a yellow solid (108 mg...